Dataset: the Open Reaction Database (ORD), a public repository of structured organic reaction records. Task: describe an organic reaction: reactants, conditions, products, and yield Starting materials: CCOC(=O)Cc1c[nH]nc1OCC, CN(C)C=O, Cc1oc(-c2ccco2)nc1COc1ccc(CCl)cn1, [H-], [Na+], O. Yields the product CCOC(=O)Cc1cn(Cc2ccc(OCc3nc(-c4ccco4)oc3C)nc2)nc1OCC. RXN SMILES: [CH2:24]([CH3:25])[O:26][c:27]1[n:28][nH:29][cH:30][c:31]1[CH2:32][C:33](=[O:34])[O:35][CH2:36][CH3:37].[CH3:39][N:40]([CH3:41])[CH:42]=[O:43].[Cl:3][CH2:4][c:5]1[cH:6][cH:7][c:8]([O:11][CH2:12][c:13]2[n:14][c:15](-[c:19]3[o:20][cH:21][cH:22][cH:23]3)[o:16][c:17]2[CH3:18])[n:9][cH:10]1.[H-:1].[Na+:2].[OH2:38]>>[CH2:4]([c:5]1[cH:6][cH:7][c:8]([O:11][CH2:12][c:13]2[n:14][c:15](-[c:19]3[o:20][cH:21][cH:22][cH:23]3)[o:16][c:17]2[CH3:18])[n:9][cH:10]1)[n:29]1[n:28][c:27]([O:26][CH2:24][CH3:25])[c:31]([CH2:32][C:33](=[O:34])[O:35][CH2:36][CH3:37])[cH:30]1.